From a dataset of the Open Reaction Database (ORD), a public repository of structured organic reaction records. describe an organic reaction: reactants, conditions, products, and yield Starting materials: C(C)N1C(=CC=C1)C(N)=S (1-Ethylpyrrole-2-carbothioamide), Example 1, BrC(C(C1=CC=C(C=C1)OC)=O)C1=CC=C(C=C1)OC (α-bromo-4,4'-dimethoxydeoxybenzoin). Solvent: C(C)#N (acetonitrile). Conditions: temperature 60 celsius, time 50 minute. Yields the product COC1=CC=C(C=C1)C=1N=C(SC1C1=CC=C(C=C1)OC)C=1N(C=CC1)CC (4,5-bis(4-methoxyphenyl)-2-(1-ethylpyrrol-2-yl)thiazole). Yield: 77.0%. RXN SMILES: [CH2:1]([N:3]1[CH:7]=[CH:6][CH:5]=[C:4]1[C:8](=[S:10])[NH2:9])[CH3:2].Br[CH:12]([C:23]1[CH:28]=[CH:27][C:26]([O:29][CH3:30])=[CH:25][CH:24]=1)[C:13](=O)[C:14]1[CH:19]=[CH:18][C:17]([O:20][CH3:21])=[CH:16][CH:15]=1>C(#N)C>[CH3:30][O:29][C:26]1[CH:25]=[CH:24][C:23]([C:12]2[N:9]=[C:8]([C:4]3[N:3]([CH2:1][CH3:2])[CH:7]=[CH:6][CH:5]=3)[S:10][C:13]=2[C:14]2[CH:15]=[CH:16][C:17]([O:20][CH3:21])=[CH:18][CH:19]=2)=[CH:28][CH:27]=1. Reported procedure: 1-Ethylpyrrole-2-carbothioamide obtained in Reference Example 1 (1.85 g, 12 mmole) and α-bromo-4,4'-dimethoxydeoxybenzoin (cf. Aust. J. Chem., 8, 385, 1955) (4.02 g, 12 mmole) are dissolved in acetonitrile (120 ml), and the mixture is stirred at 60° C. for 50 minutes. After the reaction, the mixture is distilled under reduced pressure to remove the solvent. To the residue are added chloroform and aqueous sodium carbonate, and the mixture is shaken. The chloroform layer is taken, and the aqueous ...